From a dataset of the Open Reaction Database (ORD), a public repository of structured organic reaction records. describe an organic reaction: reactants, conditions, products, and yield The reactants are CN1C(=O)CCC2=CC=C(C=C12)OCCCCl (1-methyl-7-(3-chloropropoxy)-3,4-dihydrocarbostyril), C(C1=CC=CC=C1)C1CCNCC1 (4-benzylpiperidine), CC(=O)C.C(C(=O)O)(=O)O (oxalic acid acetone), C(O)([O-])=O.[Na+] (sodium hydrogencarbonate). Run in CN(C=O)C (dimethylformamide), C(C)N(CC)CC (triethylamine), CC(=O)C (acetone). Product: C(C(=O)O)(=O)O.CN1C(=O)CCC2=CC=C(C=C12)OCCCN1CCC(CC1)CC1=CC=CC=C1 (1-methyl-7-[3-(4-benzyl-1-piperidyl)propoxy]-3,4-dihydrocarbostyril monooxalate). Isolated yield 86.0%. Reaction SMILES: [CH3:1][N:2]1[C:12]2[C:7](=[CH:8][CH:9]=[C:10]([O:13][CH2:14][CH2:15][CH2:16]Cl)[CH:11]=2)[CH2:6][CH2:5][C:3]1=[O:4].[CH2:18]([CH:25]1[CH2:30][CH2:29][NH:28][CH2:27][CH2:26]1)[C:19]1[CH:24]=[CH:23][CH:22]=[CH:21][CH:20]=1.C(=O)([O-])O.[Na+].CC(C)=O.[C:40]([OH:45])(=[O:44])[C:41]([OH:43])=[O:42]>CC(C)=O.CN(C)C=O.C(N(CC)CC)C>[C:40]([OH:45])(=[O:44])[C:41]([OH:43])=[O:42].[CH3:1][N:2]1[C:12]2[C:7](=[CH:8][CH:9]=[C:10]([O:13][CH2:14][CH2:15][CH2:16][N:28]3[CH2:29][CH2:30][CH:25]([CH2:18][C:19]4[CH:24]=[CH:23][CH:22]=[CH:21][CH:20]=4)[CH2:26][CH2:27]3)[CH:11]=2)[CH2:6][CH2:5][C:3]1=[O:4] |f:2.3,4.5,9.10|. Procedure details: 4.9 Grams of 1-methyl-7-(3-chloropropoxy)-3,4-dihydrocarbostyril, 4.2 g of 4-benzylpiperidine and 3 g of triethylamine were mixed with 60 ml of dimethylformamide. The mixture was heated at 70°-80° C. for 8 hours. After the reaction was completed, the reaction mixture was concentrated under a reduced pressure to dryness. To the residue thus obtained was added 5%-sodium hydrogencarbonate aqueous solution and extracted with chloroform. The chloroform layer was washed with water and dried, then chlo...